This data is from the Open Reaction Database (ORD), a public repository of structured organic reaction records. The task is: describe an organic reaction: reactants, conditions, products, and yield Reactants: [H-].[H-].[H-].[H-].[Li+].[Al+3] (LiAlH4), COC1=CC=C(CN2C(COCC2C)=O)C=C1 (4-(4-methoxybenzyl)-5-methylmorpholin-3-one). Solvent: O (H2O), O1CCCC1 (tetrahydrofuran), O1CCCC1 (tetrahydrofuran). Conditions: temperature 0 celsius. The product is COC1=CC=C(CN2C(COCC2)C)C=C1 (4-(4-Methoxybenzyl)-3-methylmorpholine). Reaction SMILES: [H-].[H-].[H-].[H-].[Li+].[Al+3].[CH3:7][O:8][C:9]1[CH:23]=[CH:22][C:12]([CH2:13][N:14]2[CH:19]([CH3:20])[CH2:18][O:17][CH2:16][C:15]2=O)=[CH:11][CH:10]=1>O1CCCC1.O>[CH3:7][O:8][C:9]1[CH:10]=[CH:11][C:12]([CH2:13][N:14]2[CH2:15][CH2:16][O:17][CH2:18][CH:19]2[CH3:20])=[CH:22][CH:23]=1 |f:0.1.2.3.4.5|. Procedure details: Into a 250-mL 3-necked round-bottom flask purged and maintained with an inert atmosphere of nitrogen, was placed a solution of LiAlH4 (3.83 g, 100.79 mmol, 2.00 equiv) in tetrahydrofuran (100 mL). This was followed by the addition of a solution of 4-(4-methoxybenzyl)-5-methylmorpholin-3-one (11.9 g, 50.42 mmol, 1.00 equiv) in tetrahydrofuran (50 mL) dropwise with stirring at 0° C. The resulting solution was heated to reflux for 1 h in an oil bath and cooled to room temperature. The resulting sol... Reactants: ClC1=C2N(C(C(=C1)NC1=CC(=NC=N1)NC(=O)C1CC1)=O)C(NC2=O)(C)C2=CC(=CC=C2)F (N-[6-[[8-chloro-3-(3-fluorophenyl)-3-methyl-1,5-dioxo-2H-imidazo[1,5-a]pyridin-6-yl]amino]pyrimidin-4-yl]cyclopropanecarboxamide), [H-].[Na+] (sodium hydride), CN(C=O)C (dimethylformamide), COC1=CC=C(C=C1)CO ((4-methoxyphenyl)methanol). Run at temperature 0 celsius. The product is COC1=CC=C(COC2=CC(=C3N(C2=O)C2(NC3=O)CCCCC2)C)C=C1 (6′-((4-methoxybenzyl)oxy)-8′-methyl-2′H-spiro[cyclohexane-1,3′-imidazo[1,5-a]pyridine]-1′,5′-dione). RXN SMILES: Cl[C:2]1[CH:7]=[C:6](NC2N=CN=C(NC(C3CC3)=O)C=2)[C:5](=[O:21])[N:4]2[C:22]([C:27]3[CH:32]=[CH:31][CH:30]=[C:29](F)C=3)(C)[NH:23][C:24](=[O:25])[C:3]=12.[H-].[Na+].[CH3:36][O:37][C:38]1[CH:43]=[CH:42][C:41]([CH2:44][OH:45])=[CH:40][CH:39]=1.[CH3:46]N(C)C=O>>[CH3:36][O:37][C:38]1[CH:43]=[CH:42][C:41]([CH2:44][O:45][C:6]2[C:5](=[O:21])[N:4]3[C:22]4([CH2:27][CH2:32][CH2:31][CH2:30][CH2:29]4)[NH:23][C:24](=[O:25])[C:3]3=[C:2]([CH3:46])[CH:7]=2)=[CH:40][CH:39]=1 |f:1.2|. Procedure: To a solution of 6′-bromo-8′-methyl-2′H-spiro[cyclohexane-1,3′-imidazo[1,5-a]pyridine]-1′,5′-dione (1, 2.5 g, 8.03 mmol) in dimethylformamide (20 mL), sodium hydride (1.15 g, 48.23 mmol) was added portion wise. The reaction mixture was stirred at 0° C. for 30 m. To the reaction mixture was added (4-methoxyphenyl)methanol (3.34 g, 24.11 mmol) and the reaction was stirred at 80° C. for 16 h. After completion, solvent was evaporated under reduced pressure. Obtained crude was washed with water (50 m... Procedure details: L-Ascorbic acid (20 g), α,α-dimethoxytoluene (20 g) and a catalytic quantity (160 mg) of p-toluenesulfonic acid were dissolved in 60 ml of dimethylformamide. The solution was heated at 55°-60° C. for 4 hours. The reactor used for carrying out the reaction was equipped with a reflux-condenser connected to an aspirator, and the methanol formed during the reaction process produces was evaporated out of the reaction mixture. When the reaction was completed, the reaction solution was distilled under ... The reactants are CO (methanol), O=C1C(O)=C(O)[C@H](O1)[C@@H](O)CO (L-Ascorbic acid), COC(C1=CC=CC=C1)OC (α,α-dimethoxytoluene), C1(=CC=C(C=C1)S(=O)(=O)O)C (p-toluenesulfonic acid). Product: C1[C@H](OC(O1)C2=CC=CC=C2)[C@@H]3C(=C(C(=O)O3)O)O (5,6-O-benzylidene-L-ascorbic acid). RXN SMILES: [O:1]=[C:2]1[O:8][C@H:7]([C@H:9]([CH2:11][OH:12])[OH:10])[C:5]([OH:6])=[C:3]1[OH:4].CO[CH:15](OC)[C:16]1[CH:21]=[CH:20][CH:19]=[CH:18][CH:17]=1.C1(C)C=CC(S(O)(=O)=O)=CC=1.CO>CN(C)C=O>[CH2:11]1[O:12][CH:15]([C:16]2[CH:21]=[CH:20][CH:19]=[CH:18][CH:17]=2)[O:10][C@@H:9]1[C@H:7]1[O:8][C:2](=[O:1])[C:3]([OH:4])=[C:5]1[OH:6]. Run in CN(C=O)C (dimethylformamide). Starting materials: BrCc1ccccc1, Cc1nc(C=O)c[nH]1, CN(C)C=O, [H-], [Na+], O. Product: Cc1nc(C=O)cn1Cc1ccccc1. RXN SMILES: [CH2:11]([c:12]1[cH:13][cH:14][cH:15][cH:16][cH:17]1)[Br:18].[CH3:1][c:2]1[nH:3][cH:4][c:5]([CH:7]=[O:8])[n:6]1.[CH3:20][N:21]([CH3:22])[CH:23]=[O:24].[H-:9].[Na+:10].[OH2:19]>>[CH3:1][c:2]1[n:3]([CH2:11][c:12]2[cH:13][cH:14][cH:15][cH:16][cH:17]2)[cH:4][c:5]([CH:7]=[O:8])[n:6]1. Reactants: O.Cl.Cl.N1CCNCC1 (Piperazine dihydrochloride hydrate), N1CCNCC1 (piperazine), FC1=CC=C(CCl)C=C1 (4-fluorobenzyl chloride). The solvent is C(C)O (ethanol). Conditions: temperature 65 celsius, time 25 minute. The product is [Cl-].FC1=CC=C(CN2CC[NH2+]CC2)C=C1 (1-(4-fluorobenzyl)-4-piperazinium chloride). Yield: 91.0%. As a reaction SMILES: [NH:1]1[CH2:6][CH2:5][NH:4][CH2:3][CH2:2]1.O.Cl.Cl.N1CCNCC1.[F:16][C:17]1[CH:24]=[CH:23][C:20]([CH2:21][Cl:22])=[CH:19][CH:18]=1>C(O)C>[Cl-:22].[F:16][C:17]1[CH:24]=[CH:23][C:20]([CH2:21][N:1]2[CH2:6][CH2:5][NH2+:4][CH2:3][CH2:2]2)=[CH:19][CH:18]=1 |f:1.2.3.4,7.8|. Procedure: A solution of 2.154 g(25 mM) of piperazine in 25 mL of absolute ethanol, was warmed in a bath at 65° C. Piperazine dihydrochloride hydrate (3.9765 g(25 mM)) was dissolved in the solution, by swirling. In the bath at 65° C. 3.6145 g(25 mM) of 4-fluorobenzyl chloride was added to the solution with vigorous stirring. The separation of white needles commenced almost immediately. After the solution had been stirred for an additional 25 minutes at 65° C., it was cooled, and the unstirred solution was ...